From a dataset of the Open Reaction Database (ORD), a public repository of structured organic reaction records. describe an organic reaction: reactants, conditions, products, and yield The reactants are ClC1=C(C(=CC=C1)Cl)CC(=O)Br (2,6-dichlorophenyl acetyl bromide), BrBr (bromine), resultant mixture. Solvent: CCCCCC (hexane). The product is BrC(C(=O)Br)C1=C(C=CC=C1Cl)Cl (2-bromo-2-(2,6-dichlorophenyl)-acetyl bromide). As a reaction SMILES: [Cl:1][C:2]1[CH:7]=[CH:6][CH:5]=[C:4]([Cl:8])[C:3]=1[CH2:9][C:10]([Br:12])=[O:11].[Br:13]Br>CCCCCC>[Br:13][CH:9]([C:3]1[C:2]([Cl:1])=[CH:7][CH:6]=[CH:5][C:4]=1[Cl:8])[C:10]([Br:12])=[O:11]. Procedure details: To 36.0 g (0.134 mols) 2,6-dichlorophenyl acetyl bromide, are added in drops at 160 degrees C., 21.5 g (0.134 mols) bromine over 3 hours, and the resultant mixture is then stirred for another 2 hours at 170 degrees C. While stirring, 100 ml hexane are added at 90 degrees C., followed by suction-filtering of the bromide after cooling.